From a dataset of the Open Reaction Database (ORD), a public repository of structured organic reaction records. describe an organic reaction: reactants, conditions, products, and yield The reactants are CCc1c(NCC(C(=O)[O-])N(C(C)(C)C)S(=O)(=O)c2ccc(OC)cc2)ncnc1N1CCC(c2ccc3c(n2)NCCC3)CC1, Cc1ccccc1, ClCCl, O=C(O)C(F)(F)F. The product is CCc1c(NCC(NS(=O)(=O)c2ccc(OC)cc2)C(=O)O)ncnc1N1CCC(c2ccc3c(n2)NCCC3)CC1. Reaction SMILES: [CH3:1][C:2]([CH3:3])([CH3:4])[N:5]([CH:6]([CH2:7][NH:8][c:9]1[n:10][cH:11][n:12][c:13]([N:17]2[CH2:18][CH2:19][CH:20]([c:23]3[cH:24][cH:25][c:26]4[c:31]([n:32]3)[NH:30][CH2:29][CH2:28][CH2:27]4)[CH2:21][CH2:22]2)[c:14]1[CH2:15][CH3:16])[C:33](=[O:34])[O-:35])[S:36](=[O:37])(=[O:38])[c:39]1[cH:40][cH:41][c:42]([O:45][CH3:46])[cH:43][cH:44]1.[CH3:54][c:55]1[cH:56][cH:57][cH:58][cH:59][cH:60]1.[Cl:61][CH2:62][Cl:63].[OH:47][C:48]([C:49]([F:50])([F:51])[F:52])=[O:53]>>[NH:5]([CH:6]([CH2:7][NH:8][c:9]1[n:10][cH:11][n:12][c:13]([N:17]2[CH2:18][CH2:19][CH:20]([c:23]3[cH:24][cH:25][c:26]4[c:31]([n:32]3)[NH:30][CH2:29][CH2:28][CH2:27]4)[CH2:21][CH2:22]2)[c:14]1[CH2:15][CH3:16])[C:33](=[O:34])[OH:35])[S:36](=[O:37])(=[O:38])[c:39]1[cH:40][cH:41][c:42]([O:45][CH3:46])[cH:43][cH:44]1. Reactants: C(=O)[O-].[NH4+] (ammonium formate), N1(C=NC2=C1C=CC=C2)C(=CC(=O)OCC)C2=CC=C(C=C2)C2=CC=CC=C2 (ethyl 3-(1H-benzimidazol-1-yl)-3-(1,1′-biphenyl)-4-yl-2-propenoate). Reagents/catalysts: [Pd] (palladium on carbon). Solvent: C(C)O (ethanol), O (water). Product: N1(C=NC2=C1C=CC=C2)C(CC(=O)OCC)C2=CC=C(C=C2)C2=CC=CC=C2 (Ethyl 3-(1H-benzimidazol-1-yl)-3-(1,1′-biphenyl)-4-ylpropanoate), Phase I. RXN SMILES: [N:1]1([C:10]([C:17]2[CH:22]=[CH:21][C:20]([C:23]3[CH:28]=[CH:27][CH:26]=[CH:25][CH:24]=3)=[CH:19][CH:18]=2)=[CH:11][C:12]([O:14][CH2:15][CH3:16])=[O:13])[C:5]2[CH:6]=[CH:7][CH:8]=[CH:9][C:4]=2[N:3]=[CH:2]1.C([O-])=O.[NH4+]>C(O)C.O.[Pd]>[N:1]1([CH:10]([C:17]2[CH:18]=[CH:19][C:20]([C:23]3[CH:28]=[CH:27][CH:26]=[CH:25][CH:24]=3)=[CH:21][CH:22]=2)[CH2:11][C:12]([O:14][CH2:15][CH3:16])=[O:13])[C:5]2[CH:6]=[CH:7][CH:8]=[CH:9][C:4]=2[N:3]=[CH:2]1 |f:1.2|. Procedure: To a solution of ethyl 3-(1H-benzimidazol-1-yl)-3-(1,1′-biphenyl)-4-yl-2-propenoate (318 mg, 861 μmol) in a mixture of ethanol and water (17:2, 4.2 mL) was added palladium on carbon (47 mg, 10% w/w Pd) and ammonium formate (218 mg, 3.46 mmol). The suspension was brought to reflux for 3 hours, cooled to room temperature, and was filtered through a pad of Celite® and evaporated in vacuo. The residue was purified by flash column chromatography on silica gel, eluting with a mixture of dichloromethan...